From a dataset of the Open Reaction Database (ORD), a public repository of structured organic reaction records. describe an organic reaction: reactants, conditions, products, and yield The reactants are O=C(O)Cc1ccc2c(c1)C(=O)c1ccccc1CO2, CC(=O)c1ccc(N)cc1. The reagents and catalysts are C1CCC(CC1)N=C=NC2CCCCC2 (DCC), CN1CCOCC1 (NMM), Oc1cc(Cl)c(Cl)cc1Cl (2,4,5-Trichlorophenol). Solvent: CN(C)C=O (DMF), CN(C)C=O (DMF), CN(C)C=O (DMF), CN(C)C=O (DMF), CN(C)C=O (DMF), CN(C)C=O (DMF). Conditions: temperature 25 celsius, time 2 hour. The product is CC(=O)c1ccc(NC(=O)Cc2ccc3c(c2)C(=O)c2ccccc2CO3)cc1. The yield is 1.1%. RXN SMILES: CC(=O)c1ccc(N)cc1.O=C(O)Cc1ccc2c(c1)C(=O)c1ccccc1CO2.C1CCC(CC1)N=C=NC2CCCCC2.C1=C(C(=CC(=C1Cl)Cl)Cl)[O-].[Na+].CN1CCOCC1.CN(C)C=O>>CC(=O)c1ccc(NC(=O)Cc2ccc3c(c2)C(=O)c2ccccc2CO3)cc1. Reactants: C(C)C=1C=CC=C2C(=CNC12)CCO (2-(7-ethyl-1H-indol-3-yl)-ethanol), ketone, N1C=C(C2=CC=CC=C12)CCO (3-indolethanol), C(C1=CC=CC=C1)(=O)CC(=O)OCC (ethyl benzoylacetate). The product is C(C)OC(CC1(OCCC2=C1NC1=C(C=CC=C21)CC)C2=CC=CC=C2)=O ((8-Ethyl-1-phenyl-1,3,4,9-tetrahydro-pyrano[3,4-b]indol-1-yl)-acetic acid ethyl ester). Procedure: Following the procedure of example 22.A. except using 2-(7-ethyl-1H-indol-3-yl)-ethanol as the 3-indolethanol component and ethyl benzoylacetate as ketone component afforded the title compound as a solid. 1H NMR (500 MHz, CDCl3) δ 10.05 (br, 1H), 7.42 (d, 1H), 7.28 (m, 5H), 7.12 (m, 2H), 3.96 (m, 3H), 3.60 (m, 1H), 3.43 (d, 1H), 3.22 (d, 1H), 3.05 (m, 3H), 2.65 (dd, 1H), 1.42 (d, 3H), 1.03 (t, 3H); ESI (−) MS m/e=362 (MH−). As a reaction SMILES: [CH2:1]([C:3]1[CH:4]=[CH:5][CH:6]=[C:7]2[C:11]=1[NH:10][CH:9]=[C:8]2[CH2:12][CH2:13][OH:14])[CH3:2].N1C2C(=CC=CC=2)C(CCO)=C1.[C:27]([CH2:35][C:36]([O:38][CH2:39][CH3:40])=[O:37])(=O)[C:28]1[CH:33]=[CH:32][CH:31]=[CH:30][CH:29]=1>>[CH2:39]([O:38][C:36](=[O:37])[CH2:35][C:27]1([C:28]2[CH:33]=[CH:32][CH:31]=[CH:30][CH:29]=2)[C:9]2[NH:10][C:11]3[C:7]([C:8]=2[CH2:12][CH2:13][O:14]1)=[CH:6][CH:5]=[CH:4][C:3]=3[CH2:1][CH3:2])[CH3:40]. Reactants: B, CCN(c1nc(C)cc(C(=O)N2CCC3(CC2)OCCO3)n1)c1ccc(C(C)C)cc1Br, C1CCOC1, CC(=O)O, CCOC(C)=O. The product is CCN(c1nc(C)cc(CN2CCC3(CC2)OCCO3)n1)c1ccc(C(C)C)cc1Br. Reaction SMILES: [BH3:1].[Br:2][c:3]1[c:4]([N:12]([c:13]2[n:14][c:15]([CH3:31])[cH:16][c:17]([C:19](=[O:20])[N:21]3[CH2:22][CH2:23][C:24]4([CH2:25][CH2:26]3)[O:27][CH2:28][CH2:29][O:30]4)[n:18]2)[CH2:32][CH3:33])[cH:5][cH:6][c:7]([CH:9]([CH3:10])[CH3:11])[cH:8]1.[CH2:44]1[O:45][CH2:46][CH2:47][CH2:48]1.[CH3:34][C:35](=[O:36])[OH:37].[CH3:38][CH2:39][O:40][C:41](=[O:42])[CH3:43]>>[Br:2][c:3]1[c:4]([N:12]([c:13]2[n:14][c:15]([CH3:31])[cH:16][c:17]([CH2:19][N:21]3[CH2:22][CH2:23][C:24]4([CH2:25][CH2:26]3)[O:27][CH2:28][CH2:29][O:30]4)[n:18]2)[CH2:32][CH3:33])[cH:5][cH:6][c:7]([CH:9]([CH3:10])[CH3:11])[cH:8]1. The reactants are C(C)(C)(C)OC(=O)\C=C/C=1C=CC(=C(C1)CC(=O)OC)OC (Methyl (Z)-5-t-butoxycarbonylvinyl-2-methoxyphenylacetate), [H][H] (hydrogen). The reagents and catalysts are [Pd] (Pd/C). Run in C(C)(=O)OCC (ethyl acetate). Yields the product C(C)(C)(C)OC(CCC=1C=CC(=C(C1)CC(=O)O)OC)=O (5-(3-t-butoxy-3-oxo-1-propyl)-2-methoxyphenylacetic acid). RXN SMILES: [C:1]([O:5][C:6](/[CH:8]=[CH:9]\[C:10]1[CH:11]=[CH:12][C:13]([O:21][CH3:22])=[C:14]([CH2:16][C:17]([O:19]C)=[O:18])[CH:15]=1)=[O:7])([CH3:4])([CH3:3])[CH3:2].[H][H]>C(OCC)(=O)C.[Pd]>[C:1]([O:5][C:6](=[O:7])[CH2:8][CH2:9][C:10]1[CH:11]=[CH:12][C:13]([O:21][CH3:22])=[C:14]([CH2:16][C:17]([OH:19])=[O:18])[CH:15]=1)([CH3:4])([CH3:3])[CH3:2]. Procedure details: Methyl (Z)-5-t-butoxycarbonylvinyl-2-methoxyphenylacetate (250 mg, from above) in ethyl acetate (5 mL) in the presence of Pd/C (10% Pd content, 44 mg) was subjected to a Parr apparatus under 50 PSI of hydrogen gas for 1 hour. The mixture was filtered through celite and the filter cake washed with ethyl acetate. The filtrate and washing solution were combined and concentrated to give the desired product. 1H NMR (400 MHz, acetone-d6): δ 7.10 (d, 1H), 7.04 (s, 1H), 6.88 (d, 1H), 3.76 (s, 3H), 3.57 ... Starting materials: BrC1=CC(=C(C=C1)C=1NC(C2=C(N1)C(=NN2C2CCCCC2)C)=O)OCC (4-Bromo-2-ethoxyphenyl-1-cyclohexyl-3-methyl-1,6-dihydro-7H-pyrazolo[4,3-d]pyrimidin-7-one), Cl.C(C)N(C(OCC1=CC=CC=C1)=O)C1CCNCC1 (benzyl ethyl(4-piperidinyl)carbamate monohydrochloride). The product is C1(CCCCC1)N1N=C(C=2N=C(NC(C21)=O)C2=C(C=C(C=C2)N2CCC(CC2)N(C(OCC2=CC=CC=C2)=O)CC)OCC)C (Benzyl 1-[4-(1-cyclohexyl-3-methyl-7-oxo-6,7-dihydro-1H-pyrazolo[4,3-d]pyrimidin-5-yl)-3-ethoxyphenyl]-4-piperidinyl(ethyl)carbamate). Yield: 47.0%. Reaction SMILES: Br[C:2]1[CH:7]=[CH:6][C:5]([C:8]2[NH:9][C:10](=[O:24])[C:11]3[N:16]([CH:17]4[CH2:22][CH2:21][CH2:20][CH2:19][CH2:18]4)[N:15]=[C:14]([CH3:23])[C:12]=3[N:13]=2)=[C:4]([O:25][CH2:26][CH3:27])[CH:3]=1.Cl.[CH2:29]([N:31]([CH:42]1[CH2:47][CH2:46][NH:45][CH2:44][CH2:43]1)[C:32](=[O:41])[O:33][CH2:34][C:35]1[CH:40]=[CH:39][CH:38]=[CH:37][CH:36]=1)[CH3:30]>>[CH:17]1([N:16]2[C:11]3[C:10](=[O:24])[NH:9][C:8]([C:5]4[CH:6]=[CH:7][C:2]([N:45]5[CH2:44][CH2:43][CH:42]([N:31]([CH2:29][CH3:30])[C:32](=[O:41])[O:33][CH2:34][C:35]6[CH:40]=[CH:39][CH:38]=[CH:37][CH:36]=6)[CH2:47][CH2:46]5)=[CH:3][C:4]=4[O:25][CH2:26][CH3:27])=[N:13][C:12]=3[C:14]([CH3:23])=[N:15]2)[CH2:22][CH2:21][CH2:20][CH2:19][CH2:18]1 |f:1.2|. Reported procedure: The same reaction procedure as in Example 16 was performed, except that the compound obtained in Example 116 was used in place of the compound obtained in Example 15, and benzyl ethyl(4-piperidinyl)carbamate monohydrochloride was used in place of N-methylpiperazine. In this manner, 134 mg (47%) of the captioned compound was obtained. Starting materials: FC1=C(C=CC(=C1)[N+](=O)[O-])N1CCC(CC1)C1=NN(C(O1)=O)C (5-[1-(2-fluoro-4-nitrophenyl)-4-piperidyl]-3-methyl-2,3-dihydro-1,3,4-oxadiazol-2-one), O.O.Cl[Sn]Cl (SnCl2.2H2O). The solvent is CO (methanol), CO (methanol). Yields the product NC1=CC(=C(C=C1)N1CCC(CC1)C1=NN(C(O1)=O)C)F (5[1-(4-amino-2-fluorophenyl)-4-piperidyl]-3-methyl-2,3-dihydro-1,3,4-oxadiazol-2-one). The yield is 78.7%. RXN SMILES: [F:1][C:2]1[CH:7]=[C:6]([N+:8]([O-])=O)[CH:5]=[CH:4][C:3]=1[N:11]1[CH2:16][CH2:15][CH:14]([C:17]2[O:21][C:20](=[O:22])[N:19]([CH3:23])[N:18]=2)[CH2:13][CH2:12]1.O.O.Cl[Sn]Cl>CO>[NH2:8][C:6]1[CH:5]=[CH:4][C:3]([N:11]2[CH2:16][CH2:15][CH:14]([C:17]3[O:21][C:20](=[O:22])[N:19]([CH3:23])[N:18]=3)[CH2:13][CH2:12]2)=[C:2]([F:1])[CH:7]=1 |f:1.2.3|. Reported procedure: 5-[1-(2-Fluoro-4-nitrophenyl)-4-piperidyl]-2,3-dihydro-1,3,4-oxadazol-2-one (5b, 1.23 g, 4 mmol) on reacting with CH3I (0.68 g, 4.8 mmol) in DMF in the presence of base K2CO3 (1.38 g, 10 mmol) at 0° C. for 10 h, after completion of the reaction, reaction mixture is poured into ice water and extracted into chloroform finally purification by column chromatography to afford pure compound 5-[1-(2-fluoro-4-nitrophenyl)-4-piperidyl]-3-methyl-2,3-dihydro-1,3,4-oxadiazol-2-one (6d, 1.18 g, 92%). Nitro c... The reactants are CC(=O)CC(=O)OCCN1CCN(C(c2ccccc2)c2ccccc2)CC1, C1CCNCC1, O=Cc1cccc([N+](=O)[O-])c1, O, c1ccccc1. The product is CC(=O)C(=Cc1cccc([N+](=O)[O-])c1)C(=O)OCCN1CCN(C(c2ccccc2)c2ccccc2)CC1. As a reaction SMILES: [C:12]([CH2:13][C:14](=[O:15])[CH3:16])(=[O:17])[O:18][CH2:19][CH2:20][N:21]1[CH2:22][CH2:23][N:24]([CH:27]([c:28]2[cH:29][cH:30][cH:31][cH:32][cH:33]2)[c:34]2[cH:35][cH:36][cH:37][cH:38][cH:39]2)[CH2:25][CH2:26]1.[CH2:46]1[CH2:47][CH2:48][NH:49][CH2:50][CH2:51]1.[N+:1](=[O:2])([O-:3])[c:4]1[cH:5][c:6]([CH:7]=[O:8])[cH:9][cH:10][cH:11]1.[OH2:52].[cH:40]1[cH:41][cH:42][cH:43][cH:44][cH:45]1>>[N+:1](=[O:2])([O-:3])[c:4]1[cH:5][c:6]([CH:7]=[C:13]([C:12](=[O:17])[O:18][CH2:19][CH2:20][N:21]2[CH2:22][CH2:23][N:24]([CH:27]([c:28]3[cH:29][cH:30][cH:31][cH:32][cH:33]3)[c:34]3[cH:35][cH:36][cH:37][cH:38][cH:39]3)[CH2:25][CH2:26]2)[C:14](=[O:15])[CH3:16])[cH:9][cH:10][cH:11]1. The reactants are FC(CC(C)=O)(F)F (4,4,4-trifluorobutan-2-one), CC1(C2CCC1(C(=O)C2)CS(=O)(=O)O)C (CSA), [O-]S(=O)(=O)[O-].[Mg+2] (MgSO4), C(=O)(O)[O-].[Na+] (NaHCO3), C(=O)(O)[O-].[Na+] (NaHCO3), CC1(NC(C2=C(N1)C=C(S2)C=2C=NNC2C)=O)C (2,2-dimethyl-6-(5-methyl-1H-pyrazol-4-yl)-2,3-dihydrothieno[3,2-d]pyrimidin-4(1H)-one), Cl (HCl). Solvent: CC(=O)N(C)C (DMA), CCCCCCC (heptane), CCOC(=O)C (EtOAc), CO (MeOH). Run at temperature 50 celsius, time 2 hour. Yields the product CC1(NC(C2=C(N1)C=C(S2)C=2C=NNC2C)=O)CC(F)(F)F (2-methyl-6-(5-methyl-1H-pyrazol-4-yl)-2-(2,2,2-trifluoroethyl)-2,3-dihydrothieno[3,2-d]pyrimidin-4(1H)-one). Yield: 30.0%. RXN SMILES: [CH3:1][C:2]1([CH3:18])[NH:7][C:6]2[CH:8]=[C:9]([C:11]3[CH:12]=[N:13][NH:14][C:15]=3[CH3:16])[S:10][C:5]=2[C:4](=[O:17])[NH:3]1.Cl.C([O-])(O)=O.[Na+].[F:25][C:26]([F:32])([F:31])CC(=O)C.CC1(C)C2(CS(O)(=O)=O)C(CC1CC2)=O.[O-]S([O-])(=O)=O.[Mg+2]>CCCCCCC.CCOC(C)=O.CC(N(C)C)=O.CO>[CH3:1][C:2]1([CH2:18][C:26]([F:32])([F:31])[F:25])[NH:7][C:6]2[CH:8]=[C:9]([C:11]3[CH:12]=[N:13][NH:14][C:15]=3[CH3:16])[S:10][C:5]=2[C:4](=[O:17])[NH:3]1 |f:2.3,6.7|. Reported procedure: A mixture of 2,2-dimethyl-6-(5-methyl-1H-pyrazol-4-yl)-2,3-dihydrothieno[3,2-d]pyrimidin-4(1H)-one, 1 M HCl (1.2 mL, 1.2 mmol) and MeOH (4 mL) was stirred at 50° C. for 2 h. Then, the reaction mixture was poured into excess saturated aqueous NaHCO3 and extracted with EtOAc, and the extract was dried over MgSO4, filtered and concentrated under reduced pressure. The residue was mixed with 4,4,4-trifluorobutan-2-one (0.433 g, 3.43 mmol), CSA (7.97 mg, 0.034 mmol), MgSO4 (0.041 g, 0.343 mmol) and DM...